From a dataset of the Open Reaction Database (ORD), a public repository of structured organic reaction records. describe an organic reaction: reactants, conditions, products, and yield Yield: 34.5%. Reported procedure: By using 2-methyl-4-[5-[4-(trifluoromethyl)-1-(2-trimethylsilylethoxymethyl)-imidazol-2-yl]-2-pyridyl]phenol (224 mg) and tert-butyl 3-hydroxy-2,2-dimethylpropanoate (284 mg), the procedure was carried out in the same manner as in Example 1-1) to obtain tert-butyl 2,2-dimethyl-3-[2-methyl-4-[5-[4-(trifluoromethyl)-1-(2-trimethylsilylethoxymethyl)imidazol-2-yl]-2-pyridyl]phenoxy]propanoate (104 mg). Yields the product CC(C(=O)OC(C)(C)C)(COC1=C(C=C(C=C1)C1=NC=C(C=C1)C=1N(C=C(N1)C(F)(F)F)COCC[Si](C)(C)C)C)C (tert-butyl 2,2-dimethyl-3-[2-methyl-4-[5-[4-(trifluoromethyl)-1-(2-trimethylsilylethoxymethyl)imidazol-2-yl]-2-pyridyl]phenoxy]propanoate). Starting materials: CC1=C(C=CC(=C1)C1=NC=C(C=C1)C=1N(C=C(N1)C(F)(F)F)COCC[Si](C)(C)C)O (2-methyl-4-[5-[4-(trifluoromethyl)-1-(2-trimethylsilylethoxymethyl)-imidazol-2-yl]-2-pyridyl]phenol), OCC(C(=O)OC(C)(C)C)(C)C (tert-butyl 3-hydroxy-2,2-dimethylpropanoate). As a reaction SMILES: [CH3:1][C:2]1[CH:7]=[C:6]([C:8]2[CH:13]=[CH:12][C:11]([C:14]3[N:15]([CH2:23][O:24][CH2:25][CH2:26][Si:27]([CH3:30])([CH3:29])[CH3:28])[CH:16]=[C:17]([C:19]([F:22])([F:21])[F:20])[N:18]=3)=[CH:10][N:9]=2)[CH:5]=[CH:4][C:3]=1[OH:31].O[CH2:33][C:34]([CH3:43])([CH3:42])[C:35]([O:37][C:38]([CH3:41])([CH3:40])[CH3:39])=[O:36]>>[CH3:33][C:34]([CH3:43])([CH2:42][O:31][C:3]1[CH:4]=[CH:5][C:6]([C:8]2[CH:13]=[CH:12][C:11]([C:14]3[N:15]([CH2:23][O:24][CH2:25][CH2:26][Si:27]([CH3:30])([CH3:29])[CH3:28])[CH:16]=[C:17]([C:19]([F:20])([F:22])[F:21])[N:18]=3)=[CH:10][N:9]=2)=[CH:7][C:2]=1[CH3:1])[C:35]([O:37][C:38]([CH3:41])([CH3:40])[CH3:39])=[O:36].